The task is: describe an organic reaction: reactants, conditions, products, and yield. This data is from the Open Reaction Database (ORD), a public repository of structured organic reaction records. The reactants are C1CCOC1, CCOC(=O)c1cc2ccc(-c3ccc(C)cc3)cc2n1C, CCO, Cl, [Na+], [OH-]. Product: Cc1ccc(-c2ccc3cc(C(=O)O)n(C)c3c2)cc1. RXN SMILES: [CH2:29]1[O:30][CH2:31][CH2:32][CH2:33]1.[CH3:1][n:2]1[c:3]([C:18](=[O:19])[O:20][CH2:21][CH3:22])[cH:4][c:5]2[cH:6][cH:7][c:8](-[c:11]3[cH:12][cH:13][c:14]([CH3:17])[cH:15][cH:16]3)[cH:9][c:10]12.[CH3:26][CH2:27][OH:28].[ClH:25].[Na+:24].[OH-:23]>>[CH3:1][n:2]1[c:3]([C:18](=[O:19])[OH:20])[cH:4][c:5]2[cH:6][cH:7][c:8](-[c:11]3[cH:12][cH:13][c:14]([CH3:17])[cH:15][cH:16]3)[cH:9][c:10]12. Starting materials: COc1ccc(S(=O)(=O)CC(O)CS(=O)(=O)c2ccc(OC)cc2)cc1, CC(C)=O, O. The product is COc1ccc(S(=O)(=O)CC(=O)CS(=O)(=O)c2ccc(OC)cc2)cc1. As a reaction SMILES: [CH3:1][O:2][c:3]1[cH:4][cH:5][c:6]([S:9](=[O:10])(=[O:11])[CH2:12][CH:13]([CH2:14][S:15](=[O:16])(=[O:17])[c:18]2[cH:19][cH:20][c:21]([O:24][CH3:25])[cH:22][cH:23]2)[OH:26])[cH:7][cH:8]1.[CH3:27][C:28](=[O:29])[CH3:30].[OH2:31]>>[CH3:1][O:2][c:3]1[cH:4][cH:5][c:6]([S:9](=[O:10])(=[O:11])[CH2:12][C:13]([CH2:14][S:15](=[O:16])(=[O:17])[c:18]2[cH:19][cH:20][c:21]([O:24][CH3:25])[cH:22][cH:23]2)=[O:26])[cH:7][cH:8]1. Starting materials: 4′-(bromobiphenyl-4-yl)-(2,4-dimethylphenyl)-p-tolylamine, CC1=C(C=CC(=C1)C)N (2,4-dimethylphenylamine), C(C)(C)(C)O[Na] (tert-butoxysodium), C=1(C(=CC=CC1)C)C (xylene). Reagents/catalysts: C(C)(=O)[O-].[Pd+2].C(C)(=O)[O-] (palladium acetate), C1(=CC=CC=C1)P(C1=CC=CC=C1)[C-]1C=CC=C1.[C-]1(C=CC=C1)P(C1=CC=CC=C1)C1=CC=CC=C1.[Fe+2] (bis(diphenylphosphino)ferrocene). The product is CC1=C(C=CC(=C1)C)N(C1=CC=C(C=C1)C1=CC=C(C=C1)NC1=C(C=C(C=C1)C)C)C1=CC=C(C=C1)C (N4,N4′-bis(2,4-dimethylphenyl)-N4-p-tolylbiphenyl-4,4′-diamine). RXN SMILES: [CH3:1][C:2]1[CH:7]=[C:6]([CH3:8])[CH:5]=[CH:4][C:3]=1[NH2:9].[C:10](O[Na])([CH3:13])([CH3:12])[CH3:11].[C:16]1(C)[C:17]([CH3:22])=[CH:18][CH:19]=[CH:20][CH:21]=1>C([O-])(=O)C.[Pd+2].C([O-])(=O)C.C1(P([C-]2C=CC=C2)C2C=CC=CC=2)C=CC=CC=1.[C-]1(P(C2C=CC=CC=2)C2C=CC=CC=2)C=CC=C1.[Fe+2]>[CH3:1][C:2]1[CH:7]=[C:6]([CH3:8])[CH:5]=[CH:4][C:3]=1[N:9]([C:20]1[CH:21]=[CH:16][C:17]([CH3:22])=[CH:18][CH:19]=1)[C:6]1[CH:8]=[CH:12][C:10]([C:13]2[CH:5]=[CH:4][C:3]([NH:9][C:3]3[CH:4]=[CH:5][C:6]([CH3:8])=[CH:7][C:2]=3[CH3:1])=[CH:2][CH:1]=2)=[CH:11][CH:7]=1 |f:3.4.5,6.7.8|. Procedure: Into a 1 liter three-necked reaction vessel fitted with a cooling tube and a mechanical stirrer, 88.5 g (0.2 mol) of (4′-(bromobiphenyl-4-yl)-(2,4-dimethylphenyl)-p-tolylamine, 26.7 g (0.22 mol) of 2,4-dimethylphenylamine, 2.2 g (0.01 mol) of palladium acetate, 11.1 g (0.02 mol) of bis(diphenylphosphino)ferrocene, 26.8 g (0.28 mol) of tert-butoxysodium and 400 mL of xylene were introduced to effect reflux for 5 hours in a nitrogen gas atmosphere and with heating in an oil bath. After the reactio... Reactants: CC(C1=CC=CC=C1)NS(=O)(=O)C1=C(C=CC=C1)[N+](=O)[O-] (N-α-methylbenzyl-2-nitrobenzenesulfonamide), C(Cl)C1CO1 (epichlorohydrin), [H-].[Na+] (sodium hydride). Conditions: time 30 minute. The product is O1C(CN(S(=O)(=O)C2=C(C=CC=C2)[N+](=O)[O-])C(C2=CC=CC=C2)C)C1 (N-(2,3-epoxypropyl)-N-α-methylbenzyl-2-nitrobenzenesulfonamide). Yield: 97.0%. Reaction SMILES: [CH3:1][CH:2]([NH:9][S:10]([C:13]1[CH:18]=[CH:17][CH:16]=[CH:15][C:14]=1[N+:19]([O-:21])=[O:20])(=[O:12])=[O:11])[C:3]1[CH:8]=[CH:7][CH:6]=[CH:5][CH:4]=1.[H-].[Na+].[CH2:24]([CH:26]1[O:28][CH2:27]1)Cl>>[O:28]1[CH2:27][CH:26]1[CH2:24][N:9]([CH:2]([CH3:1])[C:3]1[CH:8]=[CH:7][CH:6]=[CH:5][CH:4]=1)[S:10]([C:13]1[CH:18]=[CH:17][CH:16]=[CH:15][C:14]=1[N+:19]([O-:21])=[O:20])(=[O:12])=[O:11] |f:1.2|. Procedure details: 2.1 g (6.6 mmol) of N-α-methylbenzyl-2-nitrobenzenesulfonamide was dissolved in 10 ml of epichlorohydrin, to which was gradually added at room temperature 0.35 g (7.3 mmol) of 50% sodium hydride, followed by agitating at room temperature for 30 minutes and reacting under reflux for 1 hour. The epichlorohydrin was distilled off under reduced pressure, water was added and extracted with ethyl acetate. The ethyl acetate phase was dried over anhydrous magnesium sulfate, concentrated, and purified by... The reactants are O\N=C(\CCCC1=NC=2NCCCC2C=C1)/N ((1Z)-N′-hydroxy-4-(5,6,7,8-tetrahydro-1,8-naphthyridin-2-yl)butanimidamide), C1(=CC=CC=C1)C1C(=O)OC(CC1)=O (2-phenylglutaric anhydride). Solvent: O1CCOCC1 (1,4-dioxane). Conditions: temperature 100 celsius. Product: C1(=CC=CC=C1)C(C(=O)O)CCC1=NC(=NO1)CCCC1=NC=2NCCCC2C=C1 (2-phenyl-4-{3-[3-(5,6,7,8-tetrahydro-1,8-naphthyridin-2-yl)propyl]-1,2,4-oxadiazol-5-yl}butanoic acid). RXN SMILES: [OH:1]/[N:2]=[C:3](\[NH2:17])/[CH2:4][CH2:5][CH2:6][C:7]1[CH:16]=[CH:15][C:14]2[CH2:13][CH2:12][CH2:11][NH:10][C:9]=2[N:8]=1.[C:18]1([CH:24]2[CH2:30][CH2:29][C:28](=O)[O:27][C:25]2=[O:26])[CH:23]=[CH:22][CH:21]=[CH:20][CH:19]=1>O1CCOCC1>[C:18]1([CH:24]([CH2:30][CH2:29][C:28]2[O:1][N:2]=[C:3]([CH2:4][CH2:5][CH2:6][C:7]3[CH:16]=[CH:15][C:14]4[CH2:13][CH2:12][CH2:11][NH:10][C:9]=4[N:8]=3)[N:17]=2)[C:25]([OH:27])=[O:26])[CH:23]=[CH:22][CH:21]=[CH:20][CH:19]=1. Procedure details: A stirred mixture of (1Z)-N′-hydroxy-4-(5,6,7,8-tetrahydro-1,8-naphthyridin-2-yl)butanimidamide (100 mg, WO 99/30709), 2-phenylglutaric anhydride (80 mg, Aldrich) and 1,4-dioxane (2 mL, Aldrich) was heated to 100° C. for 16 hrs. The resulting solution was purified by HPLC to provide the title compound as a gum. 1H (CD3OD) δ 1.93 (2H, p); 2.12 (2H, m); 2.18-2.37 (2H, comp. band); 2.42-2.55 (1H, comp. band); 2.74-2.90 (7H, comp. band); 3.48 (2H, t); 3.66/4.38 (1H, t); 6.60/6.62 (1H, d); 7.23-7.39 ... Starting materials: O=C(Cl)CCC1CC1, CC(C)c1c(N)nn2cccnc12, ClCCl, c1ccncc1. The product is CC(C)c1c(NC(=O)CCC2CC2)nn2cccnc12. RXN SMILES: [CH:1]1([CH2:4][CH2:5][C:6](=[O:7])[Cl:8])[CH2:2][CH2:3]1.[CH:9]([CH3:10])([CH3:11])[c:12]1[c:13]([NH2:21])[n:14][n:15]2[c:16]1[n:17][cH:18][cH:19][cH:20]2.[Cl:22][CH2:23][Cl:24].[cH:25]1[cH:26][cH:27][n:28][cH:29][cH:30]1>>[CH:1]1([CH2:4][CH2:5][C:6](=[O:7])[NH:21][c:13]2[c:12]([CH:9]([CH3:10])[CH3:11])[c:16]3[n:15]([n:14]2)[cH:20][cH:19][cH:18][n:17]3)[CH2:2][CH2:3]1.